From a dataset of the Open Reaction Database (ORD), a public repository of structured organic reaction records. describe an organic reaction: reactants, conditions, products, and yield Reactants: Oc1ccc(Br)cc1, CCCCP(CCCC)CCCC, CSCCCO, O=C(N=NC(=O)N1CCCCC1)N1CCCCC1, C1CCOC1. Yields the product CSCCCOc1ccc(Br)cc1. Reaction SMILES: [Br:1][c:2]1[cH:3][cH:4][c:5]([OH:8])[cH:6][cH:7]1.[CH2:15]([P:16]([CH2:17][CH2:18][CH2:19][CH3:20])[CH2:21][CH2:22][CH2:23][CH3:24])[CH2:25][CH2:26][CH3:27].[CH3:9][S:10][CH2:11][CH2:12][CH2:13][OH:14].[N:28]([C:29]([N:30]1[CH2:31][CH2:32][CH2:33][CH2:34][CH2:35]1)=[O:36])=[N:37][C:38]([N:39]1[CH2:40][CH2:41][CH2:42][CH2:43][CH2:44]1)=[O:45].[O:46]1[CH2:47][CH2:48][CH2:49][CH2:50]1>>[Br:1][c:2]1[cH:3][cH:4][c:5]([O:8][CH2:13][CH2:12][CH2:11][S:10][CH3:9])[cH:6][cH:7]1. Reactants: C(C)(=O)OC1=C2C(OCC2=C(C(=C1C/C=C/C1=C(C(=O)OC)C=CC=C1C)OC)C)=O (methyl (E)-2-[3-(4-acetoxy-1,3-dihydro-6-methoxy-7-methyl-3-oxoisobenzofuran-5-yl)-prop-1-en-1-yl]-3-methylbenzoate), [OH-].[Li+] (lithium hydroxide), Cl (hydrochloric acid). Run in CO (methanol), O (water), O (water). Product: C(C)(=O)OC1=C2C(OCC2=C(C(=C1C/C=C/C1=C(C(=O)O)C=CC=C1C)OC)C)=O ((E)-2-[3-(4-acetoxy-1,3-dihydro -6-methoxy-7-methyl-3-oxoisobenzofuran-5-yl)-prop -1-en-1-yl ]-3-methylbenzoic acid). Reaction SMILES: [C:1]([O:4][C:5]1[C:13]([CH2:14]/[CH:15]=[CH:16]/[C:17]2[C:26]([CH3:27])=[CH:25][CH:24]=[CH:23][C:18]=2[C:19]([O:21]C)=[O:20])=[C:12]([O:28][CH3:29])[C:11]([CH3:30])=[C:10]2[C:6]=1[C:7](=[O:31])[O:8][CH2:9]2)(=[O:3])[CH3:2].[OH-].[Li+].Cl>CO.O>[C:1]([O:4][C:5]1[C:13]([CH2:14]/[CH:15]=[CH:16]/[C:17]2[C:26]([CH3:27])=[CH:25][CH:24]=[CH:23][C:18]=2[C:19]([OH:21])=[O:20])=[C:12]([O:28][CH3:29])[C:11]([CH3:30])=[C:10]2[C:6]=1[C:7](=[O:31])[O:8][CH2:9]2)(=[O:3])[CH3:2] |f:1.2|. Reported procedure: A solution of methyl (E)-2-[3-(4-acetoxy-1,3-dihydro-6-methoxy-7-methyl-3-oxoisobenzofuran-5-yl)-prop-1-en-1-yl]-3-methylbenzoate (0.1 g) and lithium hydroxide (0.06 g) in methanol (1 ml) and water (1 ml) was heated at 70° C. for 48 hours. The solution was cooled and poured into water, then acidified with 2N hydrochloric acid and extracted with ethyl acetate. The extract was dried and evaporated to give (E)-2-[3-(4-acetoxy-1,3-dihydro -6-methoxy-7-methyl-3-oxoisobenzofuran-5-yl)-prop -1-en-1-yl ... Reactants: CC(=O)O, O=[N+]([O-])c1ccc(-c2c[nH]nn2)cc1. Yields the product Nc1ccc(-c2c[nH]nn2)cc1. RXN SMILES: [CH3:15][C:16](=[O:17])[OH:18].[nH:1]1[n:2][n:3][c:4](-[c:6]2[cH:7][cH:8][c:9]([N+:12]([O-:13])=[O:14])[cH:10][cH:11]2)[cH:5]1>>[nH:1]1[n:2][n:3][c:4](-[c:6]2[cH:7][cH:8][c:9]([NH2:12])[cH:10][cH:11]2)[cH:5]1.